This data is from the Open Reaction Database (ORD), a public repository of structured organic reaction records. The task is: describe an organic reaction: reactants, conditions, products, and yield Reactants: O=C([O-])[O-], COC(=O)c1cc(O)cc(C(=O)OC)c1, NC(=O)CCl, [K+], [K+], CN(C)C=O, O. The product is COC(=O)c1cc(OCC(N)=O)cc(C(=O)OC)c1. Reaction SMILES: [C:21](=[O:22])([O-:23])[O-:24].[CH3:1][O:2][C:3]([c:4]1[cH:5][c:6]([C:7](=[O:8])[O:9][CH3:10])[cH:11][c:12]([OH:14])[cH:13]1)=[O:15].[Cl:16][CH2:17][C:18](=[O:19])[NH2:20].[K+:25].[K+:26].[O:28]=[CH:29][N:30]([CH3:31])[CH3:32].[OH2:27]>>[CH3:1][O:2][C:3]([c:4]1[cH:5][c:6]([C:7](=[O:8])[O:9][CH3:10])[cH:11][c:12]([O:14][CH2:17][C:18](=[O:19])[NH2:20])[cH:13]1)=[O:15]. Reactants: ClC1=NC(=CC(N1C)=NC1=C(C=C(C=C1C)C)C)C1=CC(=C(C=C1)OC)OC (2-chloro-3,4-dihydro-6-(3,4-dimethoxyphenyl)-3-methyl-4-(2,4,6-trimethylphenylimino)pyrimidine). The reagents and catalysts are [Pd] (palladium on carbon). The solvent is C(C)O (ethanol). Run at time 40 minute. Yields the product COC=1C=C(C=CC1OC)C1=CC(N(C=N1)C)=NC1=C(C=C(C=C1C)C)C (3,4-dihydro-6-(3,4-dimethoxyphenyl)-3-methyl-4-(2,4,6-trimethylphenylimino)pyrimidine). Isolated yield 26.3%. RXN SMILES: Cl[C:2]1[N:7]([CH3:8])[C:6](=[N:9][C:10]2[C:15]([CH3:16])=[CH:14][C:13]([CH3:17])=[CH:12][C:11]=2[CH3:18])[CH:5]=[C:4]([C:19]2[CH:24]=[CH:23][C:22]([O:25][CH3:26])=[C:21]([O:27][CH3:28])[CH:20]=2)[N:3]=1>C(O)C.[Pd]>[CH3:28][O:27][C:21]1[CH:20]=[C:19]([C:4]2[N:3]=[CH:2][N:7]([CH3:8])[C:6](=[N:9][C:10]3[C:15]([CH3:16])=[CH:14][C:13]([CH3:17])=[CH:12][C:11]=3[CH3:18])[CH:5]=2)[CH:24]=[CH:23][C:22]=1[O:25][CH3:26]. Procedure: To a suspension of 2-chloro-3,4-dihydro-6-(3,4-dimethoxyphenyl)-3-methyl-4-(2,4,6-trimethylphenylimino)pyrimidine (1.5 g) in ethanol (20 ml) was added 10%-palladium on carbon (0.8 g). The mixture was stirred under hydrogen (1 atm) for 40 minutes. After removal of the catalist by filtration, the filtrate was evaporated in vacuo. The residue was neutralized with aqueous sodium bicarbonate and extracted with ethyl acetate. The extract was dried over magnesium sulfate and evaporated in vacuo. The re...